Dataset: the Open Reaction Database (ORD), a public repository of structured organic reaction records. Task: describe an organic reaction: reactants, conditions, products, and yield Starting materials: CCOc1ccc(Nc2ncnc3c(N4CCS(=O)CC4)nc(Cl)nc23)cc1, NCCO. The product is CCOc1ccc(Nc2ncnc3c(N4CCS(=O)CC4)nc(NCCO)nc23)cc1. Reaction SMILES: [CH2:1]([CH3:2])[O:3][c:4]1[cH:5][cH:6][c:7]([NH:8][c:9]2[n:10][cH:11][n:12][c:13]3[c:14]2[n:15][c:16]([Cl:26])[n:17][c:18]3[N:19]2[CH2:20][CH2:21][S:22](=[O:25])[CH2:23][CH2:24]2)[cH:27][cH:28]1.[OH:29][CH2:30][CH2:31][NH2:32]>>[CH2:1]([CH3:2])[O:3][c:4]1[cH:5][cH:6][c:7]([NH:8][c:9]2[n:10][cH:11][n:12][c:13]3[c:14]2[n:15][c:16]([NH:32][CH2:31][CH2:30][OH:29])[n:17][c:18]3[N:19]2[CH2:20][CH2:21][S:22](=[O:25])[CH2:23][CH2:24]2)[cH:27][cH:28]1. Starting materials: C[O-].[Na+] (sodium methoxide), FC=1C(=[N+](C=CC1[N+](=O)[O-])[O-])C (3-fluoro-2-methyl-4-nitropyridine N-oxide), CO (methanol), CO (methanol), Cl (hydrochloric acid), C[O-].[Na+] (sodium methoxide). Run at time 8 hour. The product is COC=1C(=[N+](C=CC1OC)[O-])C (3,4-dimethoxy-2-methylpyridine N-oxide). RXN SMILES: [CH3:1][O-:2].[Na+].F[C:5]1[C:6]([CH3:15])=[N+:7]([O-:14])[CH:8]=[CH:9][C:10]=1[N+]([O-])=O.Cl.[CH3:17][OH:18]>>[CH3:1][O:2][C:5]1[C:6]([CH3:15])=[N+:7]([O-:14])[CH:8]=[CH:9][C:10]=1[O:18][CH3:17] |f:0.1|. Reported procedure: A solution of sodium methoxide (from 0.535 g sodium) in dry methanol (40 ml) was added dropwise to a stirred suspension of 3-fluoro-2-methyl-4-nitropyridine N-oxide (2 g) in dry methanol (50 ml) and the mixture was stirred overnight. Additional sodium methoxide (from 0.053 g sodium) was added and the mixture was heated under reflux for 1 hour. The mixture was neutralised with hydrochloric acid and evaporated to dryness. The residue was extracted with chloroform and the extract was evaporated to ... The reactants are C[Sn](C)(C)N1N=NN=C1C1=C(C=CC=C1)C1=CC=C(C=C1)CN1C(=NC(=C1CO)Cl)CCCC (1-[(2'-(Trimethylstannyltetrazol-5-yl)-biphenyl-4-yl)methyl]-2-butyl-4-chloro-5-hydroxymethylimidazole), C(Cl)Cl (methylene chloride), [OH-].[Na+] (sodium hydroxide), [OH-].[Na+] (Sodium hydroxide), C1(=CC=CC=C1)C(C1=CC=CC=C1)(C1=CC=CC=C1)Cl (triphenylmethyl chloride), C1(=CC=CC=C1)C(C1=CC=CC=C1)(C1=CC=CC=C1)Cl (triphenylmethyl chloride), [OH-].[Na+] (sodium hydroxide). Solvent: O1CCCC1 (tetrahydrofuran), O (water). Run at time 5 minute. Yields the product C1(=CC=CC=C1)C(C1=CC=CC=C1)(C1=CC=CC=C1)N1N=NN=C1C1=C(C=CC=C1)C1=CC=C(C=C1)CN1C(=NC(=C1CO)Cl)CCCC (1-[(2'-(Triphenylmethyltetrazol-5-yl)biphenyl-4-yl)methyl]-2-butyl-4-chloro-5-hydroxymethylimidazole). As a reaction SMILES: C[Sn]([N:5]1[C:9]([C:10]2[CH:15]=[CH:14][CH:13]=[CH:12][C:11]=2[C:16]2[CH:21]=[CH:20][C:19]([CH2:22][N:23]3[C:27]([CH2:28][OH:29])=[C:26]([Cl:30])[N:25]=[C:24]3[CH2:31][CH2:32][CH2:33][CH3:34])=[CH:18][CH:17]=2)=[N:8][N:7]=[N:6]1)(C)C.C(Cl)Cl.[OH-].[Na+].[C:40]1([C:46](Cl)([C:53]2[CH:58]=[CH:57][CH:56]=[CH:55][CH:54]=2)[C:47]2[CH:52]=[CH:51][CH:50]=[CH:49][CH:48]=2)[CH:45]=[CH:44][CH:43]=[CH:42][CH:41]=1>O.O1CCCC1>[C:40]1([C:46]([N:5]2[C:9]([C:10]3[CH:15]=[CH:14][CH:13]=[CH:12][C:11]=3[C:16]3[CH:21]=[CH:20][C:19]([CH2:22][N:23]4[C:27]([CH2:28][OH:29])=[C:26]([Cl:30])[N:25]=[C:24]4[CH2:31][CH2:32][CH2:33][CH3:34])=[CH:18][CH:17]=3)=[N:8][N:7]=[N:6]2)([C:47]2[CH:48]=[CH:49][CH:50]=[CH:51][CH:52]=2)[C:53]2[CH:54]=[CH:55][CH:56]=[CH:57][CH:58]=2)[CH:41]=[CH:42][CH:43]=[CH:44][CH:45]=1 |f:2.3|. Procedure details: 1-[(2'-(Trimethylstannyltetrazol-5-yl)-biphenyl-4-yl)methyl]-2-butyl-4-chloro-5-hydroxymethylimidazole (1.046 Kg), methylene chloride (5.00 L), tetrahydrofuran (0.85 L) and 10N sodium hydroxide (192 ml) were charged to a 12 liter round-bottomed flask equipped with mechanical stirrer, condenser with N2 inlet, and thermometer. After stirring five minutes at room temperature, triphenylmethyl chloride (0.530 Kg) was added and the mixture stirred three hours. 10N Sodium hydroxide (20 ml) and addition... The reactants are S1C=CC2=C1C=CC=C2CCOCCN2CC(CC2)O (1-{2-[2-(1-benzothiophen-4-yl)ethoxy]ethyl}-3-pyrrolidinol), C(C)(=O)OCC.Cl (hydrogen chloride-ethyl acetate). Solvent: C(C)(=O)OCC (ethyl acetate). Reaction conditions: time 1 hour. The product is Cl.S1C=CC2=C1C=CC=C2CCOCCN2CC(CC2)O (1-{2-[2-(1-benzothiophen-4-yl)ethoxy]ethyl}-3-pyrrolidinol hydrochloride). Reaction SMILES: [S:1]1[C:5]2[CH:6]=[CH:7][CH:8]=[C:9]([CH2:10][CH2:11][O:12][CH2:13][CH2:14][N:15]3[CH2:19][CH2:18][CH:17]([OH:20])[CH2:16]3)[C:4]=2[CH:3]=[CH:2]1.C(OCC)(=O)C.[ClH:27]>C(OCC)(=O)C>[ClH:27].[S:1]1[C:5]2[CH:6]=[CH:7][CH:8]=[C:9]([CH2:10][CH2:11][O:12][CH2:13][CH2:14][N:15]3[CH2:19][CH2:18][CH:17]([OH:20])[CH2:16]3)[C:4]=2[CH:3]=[CH:2]1 |f:1.2,4.5|. Procedure details: In 5.0 mL of ethyl acetate was dissolved 0.63 g of 1-{2-[2-(1-benzothiophen-4-yl)ethoxy]ethyl}-3-pyrrolidinol, and to the solution was added 0.80 mL of a 3.25 mol/L dried hydrogen chloride-ethyl acetate solution. The resulting mixture was stirred at room temperature for 1 hour and then at 5° C. for 1 hour, after which the crystals precipitated were collected by filtration. The crystals precipitated were washed with ethyl acetate and then dried to obtain 0.43 g of 1-{2-[2-(1-benzothiophen-4-yl)et... The reactants are C(C)(C)(C)C1=NN(C(=C1)NC(=O)N[C@H]1CC[C@H](C2=CC=CC=C12)OC=1C=CC=2N(C1)C(=NN2)N2[C@H](CCC[C@H]2C)C)C=2C=C(COS(=O)(=O)C)C=CC2 (Methanesulfonic acid 3-[3-tert-butyl-5-(3-{(1S,4R)-4-[3-((2S,6R)-2,6-dimethyl-piperidin-1-yl)-[1,2,4]triazolo[4,3-a]pyridin-6-yloxy]-1,2,3,4-tetrahydro-naphthalen-1-yl}-ureido)-pyrazol-1-yl]-benzyl ester), CCN(C(C)C)C(C)C (DIPEA), N1CCOCC1 (morpholine). The solvent is C1CCOC1 (THF). Reaction conditions: temperature 50 celsius, time 24 hour. Product: C(=O)O.C(C)(C)(C)C=1C=C(N(N1)C1=CC(=CC=C1)CN1CCOCC1)NC(=O)N[C@H]1CC[C@H](C2=CC=CC=C12)OC=1C=CC=2N(C1)C(=NN2)N2[C@H](CCC[C@H]2C)C (1-[5-tert-Butyl-2-(3-morpholin-4-ylmethyl-phenyl)-2H-pyrazol-3-yl]-3-{(1S,4R)-4-[3-((2S,6R)-2,6-dimethyl-piperidin-1-yl)-[1,2,4]triazolo[4,3-a]pyridin-6-yloxy]-1,2,3,4-tetrahydro-naphthalen-1-yl}-urea formate salt). Yield: 37.8%. As a reaction SMILES: [C:1]([C:5]1[CH:9]=[C:8]([NH:10][C:11]([NH:13][C@@H:14]2[C:23]3[C:18](=[CH:19][CH:20]=[CH:21][CH:22]=3)[C@H:17]([O:24][C:25]3[CH:26]=[CH:27][C:28]4[N:29]([C:31]([N:34]5[C@H:39]([CH3:40])[CH2:38][CH2:37][CH2:36][C@@H:35]5[CH3:41])=[N:32][N:33]=4)[CH:30]=3)[CH2:16][CH2:15]2)=[O:12])[N:7]([C:42]2[CH:43]=[C:44]([CH:51]=[CH:52][CH:53]=2)[CH2:45][O:46]S(C)(=O)=O)[N:6]=1)([CH3:4])([CH3:3])[CH3:2].CCN(C(C)C)C(C)C.[NH:63]1[CH2:68][CH2:67][O:66][CH2:65][CH2:64]1>C1COCC1>[CH:45]([OH:46])=[O:66].[C:1]([C:5]1[CH:9]=[C:8]([NH:10][C:11]([NH:13][C@@H:14]2[C:23]3[C:18](=[CH:19][CH:20]=[CH:21][CH:22]=3)[C@H:17]([O:24][C:25]3[CH:26]=[CH:27][C:28]4[N:29]([C:31]([N:34]5[C@H:35]([CH3:41])[CH2:36][CH2:37][CH2:38][C@@H:39]5[CH3:40])=[N:32][N:33]=4)[CH:30]=3)[CH2:16][CH2:15]2)=[O:12])[N:7]([C:42]2[CH:53]=[CH:52][CH:51]=[C:44]([CH2:45][N:63]3[CH2:68][CH2:67][O:66][CH2:65][CH2:64]3)[CH:43]=2)[N:6]=1)([CH3:4])([CH3:2])[CH3:3] |f:4.5|. Reported procedure: To a solution of Intermediate 130b (0.17 mmol) in THF (2 mL) was added DIPEA (122 μL, 0.70 mmol) and morpholine (62 μL, 0.70 mmol) and the reaction stirred at 50° C. for 24 h. The crude reaction mixture was cooled and partitioned between EtOAc and water. The aqueous phase was extracted with EtOAc (×3) and the combined organic layers were washed with brine, dried (MgSO4) and concentrated in vacuo. The resultant residue was purified by FCC on silica, using a gradient of 0-10% (2M NH3 in MeOH) in D...